From a dataset of the Open Reaction Database (ORD), a public repository of structured organic reaction records. describe an organic reaction: reactants, conditions, products, and yield Procedure: Prepared in analogy to Example A23(b) from 5-(4,4,5,5-Tetramethyl-[1,3,2]dioxaborolan-2-yl)-1,3-dihydro-isoindole-2-carboxylic acid tert-butyl ester and 2-Iodo-thiazole (CAS: 3034-54-6). Yellow oil. MS (m/e): 303.1 ([M+H]+, 100%) Reactants: C(C)(C)(C)OC(=O)N1CC2=CC=C(C=C2C1)B1OC(C(O1)(C)C)(C)C (5-(4,4,5,5-Tetramethyl-[1,3,2]dioxaborolan-2-yl)-1,3-dihydro-isoindole-2-carboxylic acid tert-butyl ester), IC=1SC=CN1 (2-Iodo-thiazole). RXN SMILES: [C:1]([O:5][C:6]([N:8]1[CH2:16][C:15]2[C:10](=[CH:11][CH:12]=[C:13](B3OC(C)(C)C(C)(C)O3)[CH:14]=2)[CH2:9]1)=[O:7])([CH3:4])([CH3:3])[CH3:2].I[C:27]1[S:28][CH:29]=[CH:30][N:31]=1>>[C:1]([O:5][C:6]([N:8]1[CH2:16][C:15]2[C:10](=[CH:11][CH:12]=[C:13]([C:27]3[S:28][CH:29]=[CH:30][N:31]=3)[CH:14]=2)[CH2:9]1)=[O:7])([CH3:2])([CH3:3])[CH3:4]. The product is C(C)(C)(C)OC(=O)N1CC2=CC=C(C=C2C1)C=1SC=CN1 (5-Thiazol-2-yl-1,3-dihydro-isoindole-2-carboxylic acid tert-butyl ester). The reactants are C(C1=CC=CC=C1)(=O)N (benzamide), compound, CC(CC=O)(CC=O)C (3,3-dimethylglutaraldehyde), COC=1C=C(C=CC1OC)CC(=O)N ((3,4-dimethoxyphenyl)acetamide), C1(=CC=CC=C1)C(CC=O)(CC=O)C1=CC=CC=C1 (3,3-diphenylglutaraldehyde). Yields the product C(C1=CC=CC=C1)(=O)N1C=CC(C=C1)(C1=CC=CC=C1)C1=CC=CC=C1 (1-Benzoyl-1,4-dihydro-4,4-diphenylpyridine). Reaction SMILES: [C:1]([NH2:9])(=[O:8])[C:2]1[CH:7]=[CH:6][CH:5]=[CH:4][CH:3]=1.COC1C=C(CC(N)=O)C=CC=1OC.[C:24]1([C:30]([C:37]2[CH:42]=[CH:41][CH:40]=[CH:39][CH:38]=2)([CH2:34][CH:35]=O)[CH2:31][CH:32]=O)[CH:29]=[CH:28][CH:27]=[CH:26][CH:25]=1.CC(C)(CC=O)CC=O>>[C:1]([N:9]1[CH:32]=[CH:31][C:30]([C:24]2[CH:25]=[CH:26][CH:27]=[CH:28][CH:29]=2)([C:37]2[CH:38]=[CH:39][CH:40]=[CH:41][CH:42]=2)[CH:34]=[CH:35]1)(=[O:8])[C:2]1[CH:7]=[CH:6][CH:5]=[CH:4][CH:3]=1. Procedure: The title compound was prepared using the method of Example 2b after substituting equivalent quantities of benzamide for (3,4-dimethoxyphenyl)acetamide and 3,3-diphenylglutaraldehyde (the compound of Example 4a) for 3,3-dimethylglutaraldehyde as starting materials. The crude product was purified by silica gel flash chromatography eluting with a 7% ethyl acetate/hexane solution. The eluate was evaporated in vacuo to yield a clear oil which, after triturating with methanol, gave the title compound... Starting materials: [N+](=O)([O-])[O-].C[NH+]1C(N(CC1)C)Cl (1,3-dimethyl-2-chloroimidazolidinium nitrate), C[N-]C.[Li+] (lithium dimethylamide). Solvent: C(C)#N (acetonitrile). Run at time 5 hour. Product: [N+](=O)([O-])[O-].C[NH+]1C(N(CC1)C)N(C)C (1,3-dimethyl-2-dimethylaminoimidazolidinium nitrate). Yield: 92.3%. As a reaction SMILES: [N+:1]([O-:4])([O-:3])=[O:2].[CH3:5][NH+:6]1[CH2:10][CH2:9][N:8]([CH3:11])[CH:7]1Cl.[CH3:13][N-:14][CH3:15].[Li+]>C(#N)C>[N+:1]([O-:4])([O-:3])=[O:2].[CH3:5][NH+:6]1[CH2:10][CH2:9][N:8]([CH3:11])[CH:7]1[N:14]([CH3:15])[CH3:13] |f:0.1,2.3,5.6|. Procedure: 3.00 g (15.34 mmol) of 1,3-dimethyl-2-chloroimidazolidinium nitrate and 0.78 g (15.29 mmol) of lithium dimethylamide are dissolved in 20 ml of acetonitrile under a protective-gas atmosphere (argon). The reaction mixture is stirred for 5 hours at room temperature, and LiCl is subsequently filtered off. The salt LiCl is washed with 5 ml of acetonitrile, and the organic phases are combined. The solvent is distilled off, and the residue is dried under reduced pressure at 7 Pa and 50° C., giving 2.91... The reactants are ClC1=C(C=C(C=C1[N+](=O)[O-])C(F)(F)F)[N+](=O)[O-] (1-chloro-2,6-dinitro-4-(trifluoromethyl)benzene), C(CCC)NCC (N-n-butyl-N-ethylamine). Yields the product C(CCC)N(C1=C(C=C(C=C1[N+](=O)[O-])C(F)(F)F)[N+](=O)[O-])CC (N-n-butyl-N-ethyl-2,6-dinitro-4-(trifluoromethyl)aniline). RXN SMILES: Cl[C:2]1[C:7]([N+:8]([O-:10])=[O:9])=[CH:6][C:5]([C:11]([F:14])([F:13])[F:12])=[CH:4][C:3]=1[N+:15]([O-:17])=[O:16].[CH2:18]([NH:22][CH2:23][CH3:24])[CH2:19][CH2:20][CH3:21]>>[CH2:18]([N:22]([CH2:23][CH3:24])[C:2]1[C:7]([N+:8]([O-:10])=[O:9])=[CH:6][C:5]([C:11]([F:14])([F:13])[F:12])=[CH:4][C:3]=1[N+:15]([O-:17])=[O:16])[CH2:19][CH2:20][CH3:21]. Procedure: Various portions of the 1-chloro-2,6-dinitro-4-(trifluoromethyl)benzene (treated as described above) were aminated with N-n-butyl-N-ethylamine, to produce N-n-butyl-N-ethyl-2,6-dinitro-4-(trifluoromethyl)aniline, or with N-ethyl-N-methallylamine, to produce N-ethyl-N-methallyl-2,6-dinitro-4-(trifluoromethyl)aniline. Each product was analyzed for nitrosamine content. The N-n-butyl-N-ethyl-2,6-dinitro-4-(trifluoromethyl)aniline was found to contain 7 or 20 ppm of N-nitroso-N-n-butyl-N-ethylamine (... As a reaction SMILES: [C:1](=[O:2])([CH3:3])[S:4][CH:5]1[C:6](=[CH:24][c:25]2[n:26][n:27][n:28]([CH2:30][CH2:31][CH2:32][CH2:33][C:34](=[O:35])[O:36][CH2:37][CH3:38])[cH:29]2)[CH2:7][N:8]([CH:11]([C:12](=[O:13])[CH:14]2[CH2:15][CH2:16]2)[c:17]2[c:18]([F:23])[cH:19][cH:20][cH:21][cH:22]2)[CH2:9][CH2:10]1.[ClH:39]>>[ClH:39].[SH:4][CH:5]1[C:6](=[CH:24][c:25]2[n:26][n:27][n:28]([CH2:30][CH2:31][CH2:32][CH2:33][C:34](=[O:35])[O:36][CH2:37][CH3:38])[cH:29]2)[CH2:7][N:8]([CH:11]([C:12](=[O:13])[CH:14]2[CH2:15][CH2:16]2)[c:17]2[c:18]([F:23])[cH:19][cH:20][cH:21][cH:22]2)[CH2:9][CH2:10]1. Product: Cl, CCOC(=O)CCCCn1cc(C=C2CN(C(C(=O)C3CC3)c3ccccc3F)CCC2S)nn1. Reactants: CCOC(=O)CCCCn1cc(C=C2CN(C(C(=O)C3CC3)c3ccccc3F)CCC2SC(C)=O)nn1, Cl. The reactants are O.[OH-].[Li+] (lithium hydroxide monohydrate), N1C=NC(=C1)CNC(N[C@H](C(=O)OC)CC1=CC=C(C=C1)OC)=O (methyl(S)-2-[3-(1H-imidazol-4-ylmethyl)ureido]-3-(4-methoxy-phenyl)propanoate), C(C)(=O)O (acetic acid). Solvent: O1CCCC1 (tetrahydrofuran), O (water), O (water). Reaction conditions: temperature 100 celsius. Product: N1C=NC(=C1)CNC(NC(C(=O)O)CC1=CC=C(C=C1)OC)=O (2-[3-(1H-imidazol-4-ylmethyl)ureido]-3-(4-methoxyphenyl)propionic acid). The yield is 9.8%. Reaction SMILES: O.[OH-].[Li+].[NH:4]1[CH:8]=[C:7]([CH2:9][NH:10][C:11](=[O:27])[NH:12][C@@H:13]([CH2:18][C:19]2[CH:24]=[CH:23][C:22]([O:25][CH3:26])=[CH:21][CH:20]=2)[C:14]([O:16]C)=[O:15])[N:6]=[CH:5]1.C(O)(=O)C>O1CCCC1.O>[NH:4]1[CH:8]=[C:7]([CH2:9][NH:10][C:11](=[O:27])[NH:12][CH:13]([CH2:18][C:19]2[CH:20]=[CH:21][C:22]([O:25][CH3:26])=[CH:23][CH:24]=2)[C:14]([OH:16])=[O:15])[N:6]=[CH:5]1 |f:0.1.2|. Procedure: 351 mg (84 mmol) of lithium hydroxide monohydrate are added to a solution of 278 mg (8.4 mmol) of methyl(S)-2-[3-(1H-imidazol-4-ylmethyl)ureido]-3-(4-methoxy-phenyl)propanoate in 5 mL of tetrahydrofuran and 1 mL of water. The reaction mixture is heated for 10 minutes at 100° C. in a microwave reactor. The reaction is stopped by adding 2 mL of water and 0.5 mL of acetic acid and is then extracted with ethyl acetate. The aqueous phase is concentrated to dryness and the residue is then chromatograp... The reactants are C1CCOC1, CC(=O)O, [Cl-], [Cl-], [Cl-], CCOC(=O)c1cc2c3cc([N+](=O)[O-])ccc3n(Cc3cccc(Cl)c3)c2cn1, CN(C)C=O, O, [Ti+3]. Product: CCOC(=O)c1cc2c3cc(N)ccc3n(Cc3cccc(Cl)c3)c2cn1. As a reaction SMILES: [CH2:30]1[O:31][CH2:32][CH2:33][CH2:34]1.[CH3:41][C:42](=[O:43])[OH:44].[Cl-:45].[Cl-:47].[Cl-:48].[Cl:1][c:2]1[cH:3][c:4]([CH2:5][n:6]2[c:7]3[cH:8][cH:9][c:10]([N+:24]([O-:25])=[O:26])[cH:11][c:12]3[c:13]3[cH:14][c:15]([C:19](=[O:20])[O:21][CH2:22][CH3:23])[n:16][cH:17][c:18]23)[cH:27][cH:28][cH:29]1.[O:36]=[CH:37][N:38]([CH3:39])[CH3:40].[OH2:35].[Ti+3:46]>>[Cl:1][c:2]1[cH:3][c:4]([CH2:5][n:6]2[c:7]3[cH:8][cH:9][c:10]([NH2:24])[cH:11][c:12]3[c:13]3[cH:14][c:15]([C:19](=[O:20])[O:21][CH2:22][CH3:23])[n:16][cH:17][c:18]23)[cH:27][cH:28][cH:29]1.